Dataset: the Open Reaction Database (ORD), a public repository of structured organic reaction records. Task: describe an organic reaction: reactants, conditions, products, and yield Starting materials: CCN, CCn1c(=O)n(C(CCCl)c2ccccc2)c2ccccc21, Cl. Product: CCNCCC(c1ccccc1)n1c(=O)n(CC)c2ccccc21. RXN SMILES: [CH3:24][CH2:25][NH2:26].[Cl:2][CH2:3][CH2:4][CH:5]([c:6]1[cH:7][cH:8][cH:9][cH:10][cH:11]1)[n:12]1[c:13](=[O:23])[n:14]([CH2:21][CH3:22])[c:15]2[c:16]1[cH:17][cH:18][cH:19][cH:20]2.[ClH:1]>>[CH2:3]([CH2:4][CH:5]([c:6]1[cH:7][cH:8][cH:9][cH:10][cH:11]1)[n:12]1[c:13](=[O:23])[n:14]([CH2:21][CH3:22])[c:15]2[c:16]1[cH:17][cH:18][cH:19][cH:20]2)[NH:26][CH2:25][CH3:24]. The yield is 95.5%. Reactants: CS(=O)C (dimethyl sulfoxide), C(C(=O)Cl)(=O)Cl (oxalyl chloride), C1CCCC12CC(CCC2)O (7-spiro[4.5]decanol), [Cl-].[NH4+] (ammonium chloride). Product: C1CCCC12CC(CCC2)=O (7-spiro[4.5]decanone). Solvent: C(Cl)Cl (methylene chloride), C(Cl)Cl (methylene chloride), C(C)N(CC)CC (triethylamine). Conditions: temperature -70 celsius, time 10 minute. Procedure details: With stirring under nitrogen atmosphere at −70° C., 12.0 g of dimethyl sulfoxide was added to a mixture of 14.4 g of oxalyl chloride and 100 ml of methylene chloride. Stirring was continued for 10 minutes. Below −55° C., a mixture of 8.72 g of 7-spiro[4.5]decanol and 20 ml of methylene chloride was added dropwise thereto, followed by stirring for 30 minutes at −70° C. After 50 g of triethylamine was added, the mixture was warmed up to −5° C. while stirring. The reaction mixture was poured into a... RXN SMILES: CS(C)=O.C(Cl)(=O)C(Cl)=O.[CH2:11]1[C:15]2([CH2:20][CH2:19][CH2:18][CH:17]([OH:21])[CH2:16]2)[CH2:14][CH2:13][CH2:12]1.[Cl-].[NH4+]>C(N(CC)CC)C.C(Cl)Cl>[CH2:11]1[C:15]2([CH2:20][CH2:19][CH2:18][C:17](=[O:21])[CH2:16]2)[CH2:14][CH2:13][CH2:12]1 |f:3.4|. Starting materials: C(C1=CC=CC=C1)N1CC(C=CC1)CC1=CNC2=CC=C(C=C12)F (3-[(1-benzyl-1,2,3,6-tetrahydro-3-pyridinyl)methyl]-5-fluoro-1H-indole), ClCCOC(=O)Cl (chloroethylchloro-formate), CO (methanol). The solvent is ClC(C)Cl (dichloroethane). Conditions: temperature 80 celsius, time 4.5 hour. Product: FC=1C=C2C(=CNC2=CC1)CC1CNCC=C1 (5-Fluoro-3-(1,2,3,6-tetrahydro-3-pyridinylmethyl)-1H-indole). Reaction SMILES: C([N:8]1[CH2:13][CH:12]=[CH:11][CH:10]([CH2:14][C:15]2[C:23]3[C:18](=[CH:19][CH:20]=[C:21]([F:24])[CH:22]=3)[NH:17][CH:16]=2)[CH2:9]1)C1C=CC=CC=1.ClCCOC(Cl)=O.CO>ClC(Cl)C>[F:24][C:21]1[CH:22]=[C:23]2[C:18](=[CH:19][CH:20]=1)[NH:17][CH:16]=[C:15]2[CH2:14][CH:10]1[CH:11]=[CH:12][CH2:13][NH:8][CH2:9]1. Procedure details: A solution of 3-[(1-benzyl-1,2,3,6-tetrahydro-3-pyridinyl)methyl]-5-fluoro-1H-indole (500 mg, 1.57 mmol) in dichloroethane is treated with chloroethylchloro-formate (0.51 mL, 4.7 mmol), stirred at 80° C. for 4.5 hr, cooled and concentrated in vacuo to give a residue. The residue is treated with methanol, heated at reflux temperature overnight, cooled and concentrated in vacuo. The resultant residue is purified by column chromatography (10% MeOH/CH2Cl2+NH4OH) to give the title compound as a pale ... The reactants are CC(C)(C)[Si](C)(C)OCCCBr, O=C([O-])[O-], CN(C)C=O, [K+], [K+], N#Cc1ccc(-c2ccccc2)c(S)c1. Yields the product CC(C)(C)[Si](C)(C)OCCCSc1cc(C#N)ccc1-c1ccccc1. As a reaction SMILES: [Br:22][CH2:23][CH2:24][CH2:25][O:26][Si:27]([CH3:28])([CH3:29])[C:30]([CH3:31])([CH3:32])[CH3:33].[C:16](=[O:17])([O-:18])[O-:19].[CH3:34][N:35]([CH3:36])[CH:37]=[O:38].[K+:20].[K+:21].[SH:1][c:2]1[cH:3][c:4]([C:5]#[N:6])[cH:7][cH:8][c:9]1-[c:10]1[cH:11][cH:12][cH:13][cH:14][cH:15]1>>[S:1]([c:2]1[cH:3][c:4]([C:5]#[N:6])[cH:7][cH:8][c:9]1-[c:10]1[cH:11][cH:12][cH:13][cH:14][cH:15]1)[CH2:23][CH2:24][CH2:25][O:26][Si:27]([CH3:28])([CH3:29])[C:30]([CH3:31])([CH3:32])[CH3:33]. Reactants: C(C1=CC=CC=C1)OC1=C(C=C(C=C1)B1OC(C(O1)(C)C)(C)C)C(C)=O (1-[2-(benzyloxy)-5-(4,4,5,5-tetramethyl-1,3,2-dioxaborolan-2-yl)phenyl]ethanone), N1(CCC1)C1=CC=C(C(=N1)CN1C(O[C@@H]([C@@H]1C)C1=CC(=CC(=C1)C(F)(F)F)C(F)(F)F)=O)C1=C(C=CC(=C1)Cl)OC ((4S,5R)-3-{[6-azetidin-1-yl-3-(5-chloro-2-methoxyphenyl)pyridin-2-yl]methyl}-5-[3,5-bis(trifluoromethyl)phenyl]-4-methyl-1,3-oxazolidin-2-one), C([O-])([O-])=O.[K+].[K+] (potassium carbonate). Reagents/catalysts: [Pd](Cl)Cl.C(C)(C)(C)P([C-]1C=CC=C1)C(C)(C)C.[C-]1(C=CC=C1)P(C(C)(C)C)C(C)(C)C.[Fe+2] (1,1′-bis(di-t-butylphosphino)ferrocene palladium dichloride). The solvent is O1CCOCC1 (1,4-dioxane). Reaction conditions: temperature 120 celsius, time 8 hour. Yields the product C(C)(=O)C=1C=C(C=CC1OCC1=CC=CC=C1)C1=CC(=C(C=C1)OC)C=1C(=NC(=CC1)N1CCC1)CN1C(O[C@@H]([C@@H]1C)C1=CC(=CC(=C1)C(F)(F)F)C(F)(F)F)=O ((4S,5R)-3-({3-[3′-acetyl-4′-(benzyloxy)-4-methoxybiphenyl-3-yl]-6-azetidin-1-ylpyridin-2-yl}methyl)-5-[3,5-bis(trifluoromethyl)phenyl]-4-methyl-1,3-oxazolidin-2-one). As a reaction SMILES: [CH2:1]([O:8][C:9]1[CH:14]=[CH:13][C:12](B2OC(C)(C)C(C)(C)O2)=[CH:11][C:10]=1[C:24](=[O:26])[CH3:25])[C:2]1[CH:7]=[CH:6][CH:5]=[CH:4][CH:3]=1.[N:27]1([C:31]2[N:36]=[C:35]([CH2:37][N:38]3[C@@H:42]([CH3:43])[C@@H:41]([C:44]4[CH:49]=[C:48]([C:50]([F:53])([F:52])[F:51])[CH:47]=[C:46]([C:54]([F:57])([F:56])[F:55])[CH:45]=4)[O:40][C:39]3=[O:58])[C:34]([C:59]3[CH:64]=[C:63](Cl)[CH:62]=[CH:61][C:60]=3[O:66][CH3:67])=[CH:33][CH:32]=2)[CH2:30][CH2:29][CH2:28]1.C(=O)([O-])[O-].[K+].[K+]>O1CCOCC1.[Pd](Cl)Cl.C(P(C(C)(C)C)[C-]1C=CC=C1)(C)(C)C.[C-]1(P(C(C)(C)C)C(C)(C)C)C=CC=C1.[Fe+2]>[C:24]([C:10]1[CH:11]=[C:12]([C:63]2[CH:62]=[CH:61][C:60]([O:66][CH3:67])=[C:59]([C:34]3[C:35]([CH2:37][N:38]4[C@@H:42]([CH3:43])[C@@H:41]([C:44]5[CH:49]=[C:48]([C:50]([F:51])([F:53])[F:52])[CH:47]=[C:46]([C:54]([F:55])([F:56])[F:57])[CH:45]=5)[O:40][C:39]4=[O:58])=[N:36][C:31]([N:27]4[CH2:30][CH2:29][CH2:28]4)=[CH:32][CH:33]=3)[CH:64]=2)[CH:13]=[CH:14][C:9]=1[O:8][CH2:1][C:2]1[CH:3]=[CH:4][CH:5]=[CH:6][CH:7]=1)(=[O:26])[CH3:25] |f:2.3.4,6.7.8.9|. Reported procedure: To a mixture of 1-(5-bromo-2-hydroxyphenyl)ethanone (505 mg, 2.348 mmol) and cesium carbonate (1339 mg, 4.11 mmol) in DMF (5 ml) was added benzyl bromide (0.351 ml, 2.94 mmol) and the resulting mixture was stirred overnight. The reaction mixture was diluted with EtOAc and washed 2 times with water, followed by brine. The organic layer was dried over sodium sulfate, filtered, and the solvent was evaporated under reduced pressure. The residue was purified by flash column chromatography on silica g...